This data is from the Open Reaction Database (ORD), a public repository of structured organic reaction records. The task is: describe an organic reaction: reactants, conditions, products, and yield Starting materials: N1=CC=CC=C1 (pyridine), C(C)(=O)OC(C)=O (acetic anhydride), ClC=1C=C2CC(C(C2=CC1)O)S(=O)(=O)C (5-chloro-2-methylsulfonylindan-1-ol). Run in ClCCl (dichloromethane). Conditions: time 2 day. The product is C(C)(=O)OC1C(CC2=CC(=CC=C12)Cl)S(=O)(=O)C (1-Acetoxy-5-chloro-2-methylsulfonylindane). Reaction SMILES: [Cl:1][C:2]1[CH:3]=[C:4]2[C:8](=[CH:9][CH:10]=1)[CH:7]([OH:11])[CH:6]([S:12]([CH3:15])(=[O:14])=[O:13])[CH2:5]2.N1C=CC=CC=1.[C:22](OC(=O)C)(=[O:24])[CH3:23]>ClCCl>[C:22]([O:11][CH:7]1[C:8]2[C:4](=[CH:3][C:2]([Cl:1])=[CH:10][CH:9]=2)[CH2:5][CH:6]1[S:12]([CH3:15])(=[O:14])=[O:13])(=[O:24])[CH3:23]. Procedure details: 0.247 g (1 mmol) of 5-chloro-2-methylsulfonylindan-1-ol is dissolved in 5 ml of dichloromethane. 1 ml of pyridine and 1 ml of acetic anhydride are added to the solution, and the reaction mixture is then stirred at room temperature for 2 days. The reaction solution is concentrated completely and the residue is taken up in dichloromethane and extracted with dilute citric acid. The organic phase is separated off, concentrated and purified chromatographically (silica gel; dichloromethane/methanol 20... Reactants: [C]=O (carbon monoxide), ClC1=C(C=CC=C1)C (ortho-chlorotoluene), C([O-])([O-])=O.[Na+].[Na+] (sodium carbonate), C(C)(C)OC=1C=C(N)C=CC1 (meta-isopropoxyaniline), C1(=CC=CC=C1)P(CCCCP(C1=CC=CC=C1)C1=CC=CC=C1)C1=CC=CC=C1 (1,4-bisdiphenylphosphinobutane), [C]=O (carbon monoxide). Reagents/catalysts: [Pd](Cl)Cl (palladium chloride). Conditions: time 5 hour. Product: C(C)(C)OC=1C=C(NC(=O)C=2C(=CC=CC2)C)C=CC1 (3'-isopropoxy-2-toluanilide). Yield: 48.7%. Reaction SMILES: Cl[C:2]1[CH:7]=[CH:6][CH:5]=[CH:4][C:3]=1[CH3:8].[CH:9]([O:12][C:13]1[CH:14]=[C:15]([CH:17]=[CH:18][CH:19]=1)[NH2:16])([CH3:11])[CH3:10].C1(P(C2C=CC=CC=2)CCCCP(C2C=CC=CC=2)C2C=CC=CC=2)C=CC=CC=1.[C:50](=[O:53])([O-])[O-].[Na+].[Na+].[C]=O>[Pd](Cl)Cl>[CH:9]([O:12][C:13]1[CH:14]=[C:15]([CH:17]=[CH:18][CH:19]=1)[NH:16][C:50]([C:2]1[C:3]([CH3:8])=[CH:4][CH:5]=[CH:6][CH:7]=1)=[O:53])([CH3:11])[CH3:10] |f:3.4.5,^3:55|. Procedure: In an autoclave made of a metal were placed 12.7 g of ortho-chlorotoluene, 3 g of meta-isopropoxyaniline, 17.7 mg of palladium chloride, 426 mg of 1,4-bisdiphenylphosphinobutane and 23 g of sodium carbonate. The air in the autoclave was replaced with carbon monoxide introduced thereinto in several times, after which carbon monoxide was further introduced to adjust its pressure therein to 30 kg/cm2. The internal temperature was adjusted to 200° C. on a salt bath and the reaction was carried out t... The product is CC1=C(C(=O)c2ccco2)C(c2ccc(C#N)cc2)N(CC(=O)NS(=O)(=O)c2ccc(C#N)cc2)C(=O)N1c1cccc(C(F)(F)F)c1. Reaction SMILES: [C:1](#[N:2])[c:3]1[cH:4][cH:5][c:6]([CH:9]2[C:10]([C:31](=[O:32])[c:33]3[o:34][cH:35][cH:36][cH:37]3)=[C:11]([CH3:30])[N:12]([c:20]3[cH:21][c:22]([C:26]([F:27])([F:28])[F:29])[cH:23][cH:24][cH:25]3)[C:13](=[O:19])[N:14]2[CH2:15][C:16](=[O:17])[OH:18])[cH:7][cH:8]1.[C:53](#[N:54])[c:55]1[cH:56][cH:57][c:58]([S:61](=[O:62])(=[O:63])[NH2:64])[cH:59][cH:60]1.[CH2:38]1[CH2:39][CH2:40][CH:41]([N:42]=[C:43]=[N:44][CH:45]2[CH2:46][CH2:47][CH2:48][CH2:49][CH2:50]2)[CH2:51][CH2:52]1.[CH3:65][N:66]([CH3:67])[c:68]1[cH:69][cH:70][n:71][cH:72][cH:73]1.[Cl:74][CH2:75][Cl:76]>>[C:1](#[N:2])[c:3]1[cH:4][cH:5][c:6]([CH:9]2[C:10]([C:31](=[O:32])[c:33]3[o:34][cH:35][cH:36][cH:37]3)=[C:11]([CH3:30])[N:12]([c:20]3[cH:21][c:22]([C:26]([F:27])([F:28])[F:29])[cH:23][cH:24][cH:25]3)[C:13](=[O:19])[N:14]2[CH2:15][C:16](=[O:18])[NH:64][S:61]([c:58]2[cH:57][cH:56][c:55]([C:53]#[N:54])[cH:60][cH:59]2)(=[O:62])=[O:63])[cH:7][cH:8]1. Reactants: CC1=C(C(=O)c2ccco2)C(c2ccc(C#N)cc2)N(CC(=O)O)C(=O)N1c1cccc(C(F)(F)F)c1, N#Cc1ccc(S(N)(=O)=O)cc1, C(=NC1CCCCC1)=NC1CCCCC1, CN(C)c1ccncc1, ClCCl. Starting materials: C(C)N1CCNCC1 (N-ethylpiperazine), t-butyl ester, C(=O)C1CCN(CC1)C(=O)O (4-formyl-1-piperidinecarboxylic acid). The product is C(C)N1CCN(CC1)CC1CCN(CC1)C(=O)OC(C)(C)C (4-[(4-ethyl-1-piperazinyl)methyl]-1-piperidinecarboxylic acid, 1,1-dimethylethyl ester). Yield: 78.0%. RXN SMILES: [CH2:1]([N:3]1[CH2:8][CH2:7][NH:6][CH2:5][CH2:4]1)[CH3:2].[CH:9]([CH:11]1[CH2:16][CH2:15][N:14]([C:17]([OH:19])=[O:18])[CH2:13][CH2:12]1)=O>>[CH2:1]([N:3]1[CH2:8][CH2:7][N:6]([CH2:9][CH:11]2[CH2:16][CH2:15][N:14]([C:17]([O:19][C:11]([CH3:16])([CH3:12])[CH3:9])=[O:18])[CH2:13][CH2:12]2)[CH2:5][CH2:4]1)[CH3:2]. Procedure details: In operating analogously to preparation LXXIII, starting with N-ethylpiperazine and the t-butyl ester of 4-formyl-1-piperidinecarboxylic acid, the product sought after is obtained as a colourless oil (yield=78%).